From a dataset of the Open Reaction Database (ORD), a public repository of structured organic reaction records. describe an organic reaction: reactants, conditions, products, and yield Starting materials: Cl (HCl), CCN=C=NCCCN(C)C (EDCI), Boc, C(=O)(OC(C)(C)C)C=1NC=CC1 (Boc pyrrole), N1C=CC=C1 (pyrrole), C(C)(C)(C)OC(=O)NC=1C=C(N(C1)C)C(=O)NC=1C=C(N(C1)C)C(=O)OC (Methyl 4-[(4-tert-butoxycarbonylamino-1-methyl-1H-pyrrole-2-carbonyl)-amino}-1-methyl-1H-pyrrole-2-carboxylate), [OH-].[Na+] (NaOH). Reagents/catalysts: CN(C)C=1C=CN=CC1 (DMAP). The solvent is O1CCOCC1 (dioxane), CCOC(=O)C (EtOAc), CCOC(=O)C (EtOAc), CO (MeOH). Conditions: time 18 hour. Product: C(C)(C)(C)OC(=O)NC=1C=C(N(C1)C)C(=O)NC=1C=C(N(C1)C)C(=O)NC=1C=C(N(C1)C)C(=O)OC (Methyl 4-({4-[(4-tert-butoxycarbonylamino-1-methyl-1H-pyrrole-2-carbonyl)-amino]-1-methyl-1H-pyrrole-2-carbonyl}-amino)-1-methyl-1H-pyrrole-2-carboxylate). Isolated yield 48.0%. Reaction SMILES: N1C=CC=C1.[C:6]([O:10][C:11]([NH:13][C:14]1[CH:15]=[C:16]([C:20]([NH:22][C:23]2[CH:24]=[C:25](C(OC)=O)[N:26]([CH3:28])[CH:27]=2)=[O:21])[N:17]([CH3:19])[CH:18]=1)=[O:12])([CH3:9])([CH3:8])[CH3:7].Cl.[C:34](C1NC=CC=1)([O:36][C:37](C)(C)C)=[O:35].CCN=[C:49]=[N:50][CH2:51][CH2:52][CH2:53][N:54]([CH3:56])[CH3:55].[OH-:57].[Na+]>O1CCOCC1.CN(C1C=CN=CC=1)C.CCOC(C)=O.CO>[C:6]([O:10][C:11]([NH:13][C:14]1[CH:15]=[C:16]([C:20]([NH:22][C:23]2[CH:24]=[C:25]([C:49]([NH:50][C:51]3[CH:52]=[C:53]([C:34]([O:36][CH3:37])=[O:35])[N:54]([CH3:55])[CH:56]=3)=[O:57])[N:26]([CH3:28])[CH:27]=2)=[O:21])[N:17]([CH3:19])[CH:18]=1)=[O:12])([CH3:7])([CH3:8])[CH3:9] |f:5.6|. Procedure details: The Boc protected pyrrole dimer (3) (0.25 g, 0.66 mmol) was placed in a dry round bottomed flask and treated with 4M HCl in dioxane (5 mL). The resulting solution became cloudy over a period of 30 minutes. The solvent was removed in vacuo to give a yellow solid (3′) which was then dried under vacuum. The residue was dissolved in dry DMF (9 mL) and the Boc pyrrole acid (2) (0.176 g, 0.726 mmol, 1.1 equiv.) was added followed by EDCI (0.191 g, 0.99 mmol, 1.5 equiv.) and DMAP (0.097 g, 0.79 mmol, 1... The reactants are C1(=CC=CC=C1)P(C1=CC=CC=2C(C3=CC=CC(=C3OC12)P(C1=CC=CC=C1)C1=CC=CC=C1)(C)C)C1=CC=CC=C1 (4,5-Bis(diphenylphosphino)-9,9-dimethylxanthene), ClC1=NC=C(C(=N1)C=1C=C(C=CC1)NC(C=C)=O)Cl (N-(3-(2,5-dichloropyrimidin-4-yl)phenyl)acrylamide), O1CCN(CC1)C1=CC=C(N)C=C1 (4-morpholinoaniline), C(=O)([O-])[O-].[Cs+].[Cs+] (Cs2CO3). The reagents and catalysts are C=1C=CC(=CC1)/C=C/C(=O)/C=C/C2=CC=CC=C2.C=1C=CC(=CC1)/C=C/C(=O)/C=C/C2=CC=CC=C2.C=1C=CC(=CC1)/C=C/C(=O)/C=C/C2=CC=CC=C2.[Pd].[Pd] (Pd2 dba3). Solvent: C1(=CC=CC=C1)C (toluene). Conditions: temperature 200 celsius. Yields the product ClC=1C(=NC(=NC1)NC1=CC=C(C=C1)N1CCOCC1)C=1C=C(C=CC1)NC(C=C)=O (N-(3-(5-chloro-2-((4-morpholinophenyl)amino)pyrimidin-4-yl)phenyl)acrylamide). RXN SMILES: Cl[C:2]1[N:7]=[C:6]([C:8]2[CH:9]=[C:10]([NH:14][C:15](=[O:18])[CH:16]=[CH2:17])[CH:11]=[CH:12][CH:13]=2)[C:5]([Cl:19])=[CH:4][N:3]=1.[O:20]1[CH2:25][CH2:24][N:23]([C:26]2[CH:32]=[CH:31][C:29]([NH2:30])=[CH:28][CH:27]=2)[CH2:22][CH2:21]1.C([O-])([O-])=O.[Cs+].[Cs+].C1(P(C2C=CC=CC=2)C2C3OC4C(=CC=CC=4P(C4C=CC=CC=4)C4C=CC=CC=4)C(C)(C)C=3C=CC=2)C=CC=CC=1>C1(C)C=CC=CC=1.C1C=CC(/C=C/C(/C=C/C2C=CC=CC=2)=O)=CC=1.C1C=CC(/C=C/C(/C=C/C2C=CC=CC=2)=O)=CC=1.C1C=CC(/C=C/C(/C=C/C2C=CC=CC=2)=O)=CC=1.[Pd].[Pd]>[Cl:19][C:5]1[C:6]([C:8]2[CH:9]=[C:10]([NH:14][C:15](=[O:18])[CH:16]=[CH2:17])[CH:11]=[CH:12][CH:13]=2)=[N:7][C:2]([NH:30][C:29]2[CH:28]=[CH:27][C:26]([N:23]3[CH2:24][CH2:25][O:20][CH2:21][CH2:22]3)=[CH:32][CH:31]=2)=[N:3][CH:4]=1 |f:2.3.4,7.8.9.10.11|. Procedure: N-(3-(2,5-dichloropyrimidin-4-yl)phenyl)acrylamide (25 mg, 0.085 mmol), 4-morpholinoaniline (15.15 mg, 0.085 mmol) and Cs2CO3 (27.7 mg, 0.085 mmol) were dissolved in toluene (4.5 ml) in a sealable microwave compatible reaction tube, and then Pd2 dba3 (1.557 mg, 1.700 mmol) and 4,5-Bis(diphenylphosphino)-9,9-dimethylxanthene (1.967 mg, 3.40 mmol) were added. The reaction tube was sealed and the reaction was heated under microwave irradiation (30 min, 200° C., 3 atm). The reaction was monitored by... Starting materials: crude product, BrC=1C=C(C=CC1)N1N=CC=C1C1=NN(C=CC1=O)C1=CC=NC=C1 (3-[2-(3-Bromo-phenyl)-2H-pyrazol-3-yl]-1-pyridin-4-yl-1H-pyridazin-4-one), C(#C)[Si](C)(C)C (ethynyltrimethylsilane), C1=CC=C(C=C1)P(C2=CC=CC=C2)C3=CC=CC=C3 (PPh3), CNC (dimethylamine), solution. Reagents/catalysts: [Cu]I (CuI), Cl[Pd]([P](C1=CC=CC=C1)(C2=CC=CC=C2)C3=CC=CC=C3)([P](C4=CC=CC=C4)(C5=CC=CC=C5)C6=CC=CC=C6)Cl ((PPh3)2PdCl2). Solvent: C(C)O (ethanol), CN(C)C=O (DMF). Run at temperature 120 celsius. The product is N1=CC=C(C=C1)N1N=C(C(C=C1)=O)C=1N(N=CC1)C1=CC(=CC=C1)C#C[Si](C)(C)C (1-Pyridin-4-yl-3-[2-(3-trimethylsilanylethynyl-phenyl)-2H-pyrazol-3-yl]-1H-pyridazin-4-one). Yield: 38.2%. As a reaction SMILES: Br[C:2]1[CH:3]=[C:4]([N:8]2[C:12]([C:13]3[C:18](=[O:19])[CH:17]=[CH:16][N:15]([C:20]4[CH:25]=[CH:24][N:23]=[CH:22][CH:21]=4)[N:14]=3)=[CH:11][CH:10]=[N:9]2)[CH:5]=[CH:6][CH:7]=1.[C:26]([Si:28]([CH3:31])([CH3:30])[CH3:29])#[CH:27].C1C=CC(P(C2C=CC=CC=2)C2C=CC=CC=2)=CC=1.CNC>C(O)C.CN(C=O)C.[Cu]I.Cl[Pd](Cl)([P](C1C=CC=CC=1)(C1C=CC=CC=1)C1C=CC=CC=1)[P](C1C=CC=CC=1)(C1C=CC=CC=1)C1C=CC=CC=1>[N:23]1[CH:24]=[CH:25][C:20]([N:15]2[CH:16]=[CH:17][C:18](=[O:19])[C:13]([C:12]3[N:8]([C:4]4[CH:5]=[CH:6][CH:7]=[C:2]([C:27]#[C:26][Si:28]([CH3:31])([CH3:30])[CH3:29])[CH:3]=4)[N:9]=[CH:10][CH:11]=3)=[N:14]2)=[CH:21][CH:22]=1 |^1:66,85|. Procedure: A mixture of 3-[2-(3-Bromo-phenyl)-2H-pyrazol-3-yl]-1-pyridin-4-yl-1H-pyridazin-4-one (example 97, 81 mg, 0.21 mmol), ethynyltrimethylsilane (44 ul, 0.31 mmol), CuI (2 mg, 0.01 mmol), (PPh3)2PdCl2 (9 mg, 0.01 mmol), PPh3 (113 mg, 0.41 mmol) and dimethylamine (421 ul, 3.1 mmol of a solution in ethanol) in DMF (1.0 ml) is heated at 120° C. for 20 minutes under microwave irradiation. After purification of the crude product by preparative HPLC 33 mg (39% yield) of the product is obtained as solid ma... Reactants: 3A, C(#N)[BH3-].[Na+] (Sodium cyanoborohydride), Cl (hydrogen chloride), C(C)C1=NC2=CC=C(N=C2C(=C1)OCC1=CC=C(C=C1)C1=C(C=CC=C1)C=1N=NN(N1)C(C1=CC=CC=C1)(C1=CC=CC=C1)C1=CC=CC=C1)OCC=O (2-ethyl-6-(formylmethoxy)-4-[(2'-(2-triphenylmethyl-2H-tetrazol-5-yl)biphenyl-4-yl)methoxy]-1,5-naphthyridine), N1CCOCC1 (morpholine). Run in C(C)O (ethanol), CO (methanol). Reaction conditions: time 20 hour. Yields the product C(C)C1=NC2=CC=C(N=C2C(=C1)OCC1=CC=C(C=C1)C1=C(C=CC=C1)C=1N=NN(N1)C(C1=CC=CC=C1)(C1=CC=CC=C1)C1=CC=CC=C1)OCC(=O)OCC (2-ethyl-6-(ethoxycarbonylmethoxy)-4-[(2'-(2-triphenylmethyl-2H-tetrazol-5-yl)biphenyl-4-yl)methoxy]-1,5-naphthyridine). The yield is 23.9%. As a reaction SMILES: Cl.[CH2:2]([C:4]1[CH:13]=[C:12]([O:14][CH2:15][C:16]2[CH:21]=[CH:20][C:19]([C:22]3[CH:27]=[CH:26][CH:25]=[CH:24][C:23]=3[C:28]3[N:29]=[N:30][N:31]([C:33]([C:46]4[CH:51]=[CH:50][CH:49]=[CH:48][CH:47]=4)([C:40]4[CH:45]=[CH:44][CH:43]=[CH:42][CH:41]=4)[C:34]4[CH:39]=[CH:38][CH:37]=[CH:36][CH:35]=4)[N:32]=3)=[CH:18][CH:17]=2)[C:11]2[C:6](=[CH:7][CH:8]=[C:9]([O:52][CH2:53][CH:54]=[O:55])[N:10]=2)[N:5]=1)[CH3:3].N1CC[O:59][CH2:58][CH2:57]1.C([BH3-])#N.[Na+]>C(O)C.CO>[CH2:2]([C:4]1[CH:13]=[C:12]([O:14][CH2:15][C:16]2[CH:17]=[CH:18][C:19]([C:22]3[CH:27]=[CH:26][CH:25]=[CH:24][C:23]=3[C:28]3[N:29]=[N:30][N:31]([C:33]([C:46]4[CH:47]=[CH:48][CH:49]=[CH:50][CH:51]=4)([C:40]4[CH:41]=[CH:42][CH:43]=[CH:44][CH:45]=4)[C:34]4[CH:39]=[CH:38][CH:37]=[CH:36][CH:35]=4)[N:32]=3)=[CH:20][CH:21]=2)[C:11]2[C:6](=[CH:7][CH:8]=[C:9]([O:52][CH2:53][C:54]([O:59][CH2:58][CH3:57])=[O:55])[N:10]=2)[N:5]=1)[CH3:3] |f:3.4|. Procedure: A saturated solution of hydrogen chloride in ethanol (0.1 ml) was added to a solution of compound B (600 mg) and morpholine (450 mg) in methanol (10 ml) containing 3A molecular sieves (1 g). Sodium cyanoborohydride (53 mg) was added and the mixture was stirred for 20 hours. Volatile material was removed by evaporation and the residue purified by flash chromatography, eluting with methanol/ethyl acetate (1:9 v/v). to give 2-ethyl-6-[2-(4-morpholino)ethoxy]-4-[(2'-(2-triphenylmethyl-2H-tetrazol-5-... Reaction SMILES: [Cl:1][C:2]1[CH:7]=[CH:6][C:5]([C:8]2[N:9]=[C:10]3[CH:15]=[CH:14][CH:13]=[CH:12][N:11]3[C:16]=2[CH2:17][C:18]2[NH:22][C:21]([C:23]3C=CC=CN=3)=[N:20][N:19]=2)=[CH:4][CH:3]=1.ClC1C=CC(C2N=C3C=CC=CN3C=2CC(NN)=O)=CC=1.Cl.C(=N)(N)C>>[Cl:1][C:2]1[CH:3]=[CH:4][C:5]([C:8]2[N:9]=[C:10]3[CH:15]=[CH:14][CH:13]=[CH:12][N:11]3[C:16]=2[CH2:17][C:18]2[NH:22][C:21]([CH3:23])=[N:20][N:19]=2)=[CH:6][CH:7]=1 |f:2.3|. The product is ClC1=CC=C(C=C1)C=1N=C2N(C=CC=C2)C1CC1=NN=C(N1)C (2-(4-chlorophenyl)-3-((5-methyl-4H-1,2,4-triazol-3-yl)methyl)imidazo[1,2-a]pyridine). The reactants are ClC1=CC=C(C=C1)C=1N=C2N(C=CC=C2)C1CC1=NN=C(N1)C1=NC=CC=C1 (2-(4-chlorophenyl)-3-((5-(pyridin-2-yl)-4H-1,2,4-triazol-3-yl)methyl)imidazo[1,2-a]pyridine), ClC1=CC=C(C=C1)C=1N=C2N(C=CC=C2)C1CC(=O)NN (2-(2-(4-chlorophenyl)imidazo[1,2-a]pyridin-3-yl)acetohydrazide), Cl.C(C)(N)=N (acetimidamide hydrochloride). Procedure details: The title compound was prepared according to the experimental described for compound 230 from 2-(2-(4-chlorophenyl)imidazo[1,2-a]pyridin-3-yl)acetohydrazide and acetimidamide hydrochloride. M/e− 324 for C17H15ClN5 (M+H)+; 1H-NMR (400 MHz, CD3OD) δ 8.27 (d, J=6.6 Hz, 1H), 7.76 (d, J=8.4 Hz, 2H), 7.58 (d, J=9.1 Hz, 1H), 7.46 (d, J=8.4 Hz, 2H), 7.35 (t, J=6.9 Hz, 1H), 6.95 (t, J=6.2 Hz, 1H), 4.46 (s, 2H), 2.37 (s, 3H) ppm. Reactants: C(CCCCCCCCCC)(=O)C=1C=NC=CC1 (3-n-undecanoylpyridine), NN (hydrazine), monohydrate, [OH-].[K+] (potassium hydroxide), C(COCCOCCO)O (triethylene glycol). Solvent: O (water). Conditions: time 6 hour. The product is C(CCCCCCCCCC)C=1C=NC=CC1 (3-n-undecylpyridine). The yield is 96.2%. As a reaction SMILES: [C:1]([C:13]1[CH:14]=[N:15][CH:16]=[CH:17][CH:18]=1)(=O)[CH2:2][CH2:3][CH2:4][CH2:5][CH2:6][CH2:7][CH2:8][CH2:9][CH2:10][CH3:11].NN.[OH-].[K+].C(O)COCCOCCO>O>[CH2:1]([C:13]1[CH:14]=[N:15][CH:16]=[CH:17][CH:18]=1)[CH2:2][CH2:3][CH2:4][CH2:5][CH2:6][CH2:7][CH2:8][CH2:9][CH2:10][CH3:11] |f:2.3|. Procedure details: A mixture of 12.2 g (49 mmol) of 3-n-undecanoylpyridine, 7.60 g (0.15 mol) of hydrazine.monohydrate and 5.60 g (0.10 mol) of potassium hydroxide and 50 ml of triethylene glycol was heated at 110° to 125° C. for one hour, and further, at 180° to 185° C. for 6 hours. After cooling, 200 ml of water was added, and the mixture was extracted with diethyl ether, and after washing with water, the extract was dried with anhydrous sodium sulfate. After concentration under a reduced pressure, the residue w...